Dataset: the Open Reaction Database (ORD), a public repository of structured organic reaction records. Task: describe an organic reaction: reactants, conditions, products, and yield The reactants are CCO, Cc1ncn(-c2ccc(NC(N)=S)cc2F)n1, CI. Product: CSC(=N)Nc1ccc(-n2cnc(C)n2)c(F)c1, I. Reaction SMILES: [CH3:20][CH2:21][OH:22].[F:3][c:4]1[cH:5][c:6]([NH:16][C:17](=[S:18])[NH2:19])[cH:7][cH:8][c:9]1-[n:10]1[n:11][c:12]([CH3:15])[n:13][cH:14]1.[I:1][CH3:2]>>[CH3:2][S:18][C:17]([NH:16][c:6]1[cH:5][c:4]([F:3])[c:9](-[n:10]2[n:11][c:12]([CH3:15])[n:13][cH:14]2)[cH:8][cH:7]1)=[NH:19].[IH:1]. The reactants are C[N+](C)(C)Cc1ccccc1, CCOC(C)=O, Cl, C1CCOC1, [OH-], C=CS(=O)(=O)c1ccccc1, c1ccc2c(c1)[nH]c1ccccc12. Product: O=S(=O)(CCn1c2ccccc2c2ccccc21)c1ccccc1. RXN SMILES: [CH2:26]([N+:27]([CH3:28])([CH3:29])[CH3:30])[c:31]1[cH:32][cH:33][cH:34][cH:35][cH:36]1.[CH3:43][CH2:44][O:45][C:46](=[O:47])[CH3:48].[ClH:37].[O:38]1[CH2:39][CH2:40][CH2:41][CH2:42]1.[OH-:25].[c:14]1([S:20](=[O:21])(=[O:22])[CH:23]=[CH2:24])[cH:15][cH:16][cH:17][cH:18][cH:19]1.[cH:1]1[cH:2][cH:3][c:4]2[c:5]([cH:6]1)[nH:7][c:8]1[cH:9][cH:10][cH:11][cH:12][c:13]21>>[cH:1]1[cH:2][cH:3][c:4]2[c:5]([cH:6]1)[n:7]([CH2:24][CH2:23][S:20]([c:14]1[cH:15][cH:16][cH:17][cH:18][cH:19]1)(=[O:21])=[O:22])[c:8]1[cH:9][cH:10][cH:11][cH:12][c:13]21. Reactants: C(C)(=O)O[C@@H]1[C@@]2([C@]3(C=CC(C=C3CC[C@H]2[C@@H]2CCC([C@@]2(C)C1)(SCC)SCC)=O)C)F (11β-acetyloxy-17,17-bis(ethylthio)-9-fluoroandrosta-1,4-dien-3-one). Solvent: C(C)C1=C(C=CC=C1)CC (diethylbenzene). Conditions: temperature 180 celsius, time 1 hour. Yields the product C(C)(=O)O[C@@H]1[C@@]2([C@]3(C=CC(C=C3CC[C@H]2[C@@H]2CC=C([C@@]2(C)C1)SCC)=O)C)F (11β-Acetyloxy-17-(ethylthio)-9-fluoroandrosta-1,4,16-trien-3-one). Yield: 79.9%. RXN SMILES: [C:1]([O:4][C@H:5]1[CH2:22][C@@:20]2([CH3:21])[C@@H:16]([CH2:17][CH2:18][C:19]2(SCC)[S:23][CH2:24][CH3:25])[C@H:15]2[C@@:6]1([F:31])[C@:7]1([CH3:30])[C:12]([CH2:13][CH2:14]2)=[CH:11][C:10](=[O:29])[CH:9]=[CH:8]1)(=[O:3])[CH3:2]>C(C1C=CC=CC=1CC)C>[C:1]([O:4][C@H:5]1[CH2:22][C@@:20]2([CH3:21])[C@@H:16]([CH2:17][CH:18]=[C:19]2[S:23][CH2:24][CH3:25])[C@H:15]2[C@@:6]1([F:31])[C@:7]1([CH3:30])[C:12]([CH2:13][CH2:14]2)=[CH:11][C:10](=[O:29])[CH:9]=[CH:8]1)(=[O:3])[CH3:2]. Procedure: A suspension of 5.2 g of 11β-acetyloxy-17,17-bis(ethylthio)-9-fluoroandrosta-1,4-dien-3-one in 85 ml of dry diethylbenzene is stirred at 180° C. (oil bath temperature) for 1.0 hour; the suspension gradually becomes a homogeneous solution during the heating. The resulting solution is cooled to 0° C. and the solid that precipitates is filtered and dried in vacuo to give 3.6 g of the title compound, melting point 211°-215° C., with consistent spectral data. Starting materials: C1(=CC=CC=C1)C1=C(C(=CC=C1)C1=CC=CC=C1)N ([1,1′:3′,1″-terphenyl]-2′-amine), BrC1=CC=C(C=C1)C1=CC=CC=C1 (4-bromobiphenyl), CC(C)([O-])C.[Na+] (sodium tert-butoxide), C1(CCCCC1)P(C1=C(C=CC=C1)C1=C(C=CC=C1OC)OC)C1CCCCC1 (2-dicyclohexylphosphino-2′,6′-dimethoxybiphenyl). Reagents/catalysts: C=1C=CC(=CC1)/C=C/C(=O)/C=C/C2=CC=CC=C2.C=1C=CC(=CC1)/C=C/C(=O)/C=C/C2=CC=CC=C2.C=1C=CC(=CC1)/C=C/C(=O)/C=C/C2=CC=CC=C2.[Pd].[Pd] (Pd2(dba)3). Yields the product C1(=CC=C(C=C1)NC1=C(C=CC=C1C1=CC=CC=C1)C1=CC=CC=C1)C1=CC=CC=C1 (N-([1,1′-biphenyl]-4-yl)-[1,1′:3′,1″-terphenyl]-2′-amine). The yield is 471.7%. Reaction SMILES: C1(P(C2CCCCC2)[C:8]2[CH:13]=[CH:12][CH:11]=[CH:10][C:9]=2[C:14]2[C:19](OC)=[CH:18][CH:17]=[CH:16][C:15]=2OC)CCCCC1.[C:30]1([C:36]2[CH:41]=[CH:40][CH:39]=[C:38]([C:42]3[CH:47]=[CH:46][CH:45]=[CH:44][CH:43]=3)[C:37]=2[NH2:48])[CH:35]=[CH:34][CH:33]=[CH:32][CH:31]=1.BrC1C=CC(C2C=CC=CC=2)=CC=1.CC(C)([O-])C.[Na+]>C1C=CC(/C=C/C(/C=C/C2C=CC=CC=2)=O)=CC=1.C1C=CC(/C=C/C(/C=C/C2C=CC=CC=2)=O)=CC=1.C1C=CC(/C=C/C(/C=C/C2C=CC=CC=2)=O)=CC=1.[Pd].[Pd]>[C:14]1([C:9]2[CH:8]=[CH:13][CH:12]=[CH:11][CH:10]=2)[CH:15]=[CH:16][C:17]([NH:48][C:37]2[C:38]([C:42]3[CH:47]=[CH:46][CH:45]=[CH:44][CH:43]=3)=[CH:39][CH:40]=[CH:41][C:36]=2[C:30]2[CH:31]=[CH:32][CH:33]=[CH:34][CH:35]=2)=[CH:18][CH:19]=1 |f:3.4,5.6.7.8.9|. Procedure: Xylene (250 mL) was bubbled with nitrogen for 15 min, followed by addition of 2-dicyclohexylphosphino-2′,6′-dimethoxybiphenyl (4.6 g, 11.2 mmol) and Pd2(dba)3 (2.6 g, 2.8 mmol). The mixture was bubbled with nitrogen for 15 min, then [1,1′:3′,1″-terphenyl]-2′-amine (13.7 g, 56.0 mmol), 4-bromobiphenyl (13.0 g, 56.0 mmol), sodium tert-butoxide (10.8 g, 112.0 mmol) were added. The mixture was bubbled with nitrogen for 15 min and refluxed for 12 h. After cooling, the reaction mixture was filtered th... Reactants: ClC1=C(C=CC=C1)S (2-chlorothiophenol), [OH-].[K+] (potassium hydroxide), C(C)OC(CC1CC(C(CC1)=O)Br)=O (3-bromo-4-ketocyclohexaneacetic acid ethyl ester). The solvent is C(C)O (ethanol), C(C)O (ethanol). Product: C(C)OC(CC1CC(C(CC1)=O)SC1=C(C=CC=C1)Cl)=O (3-(2-chlorophenylthio)-4-ketocyclohexane acetic acid ethyl ester). As a reaction SMILES: [Cl:1][C:2]1[CH:7]=[CH:6][CH:5]=[CH:4][C:3]=1[SH:8].[OH-].[K+].[CH2:11]([O:13][C:14](=[O:24])[CH2:15][CH:16]1[CH2:21][CH2:20][C:19](=[O:22])[CH:18](Br)[CH2:17]1)[CH3:12]>C(O)C>[CH2:11]([O:13][C:14](=[O:24])[CH2:15][CH:16]1[CH2:21][CH2:20][C:19](=[O:22])[CH:18]([S:8][C:3]2[CH:4]=[CH:5][CH:6]=[CH:7][C:2]=2[Cl:1])[CH2:17]1)[CH3:12] |f:1.2|. Procedure: 28 G. of 2-chlorothiophenol and a solution of 10.8 g. of 85% potassium hydroxide in 300 ml. of ethanol were each placed in a 3 liter three-necked flask, provided with a condenser, nitrogen inlet, dropping funnel and stirrer. The solution was brought to reflux and a solution of 50.6 g. of 3-bromo-4-ketocyclohexaneacetic acid ethyl ester in 500 ml. of ethanol was added over a period of one hour to the refluxing solution. After the addition, the solution was stirred at reflux for one hour, cooled t... The reactants are C1(CC1)C=1C(=CC(=NC1)C(=O)O)OCC(F)F (5-cyclopropyl-4-(2,2-difluoroethoxy)pyridine-2-carboxylic acid), C1(CC1)CC(C1=NOC(=N1)C)(C)N (2-Cyclopropyl-1-methyl-1-(5-methyl-[1,2,4]oxadiazol-3-yl)-ethylamine). The product is C1(CC1)C=1C(=CC(=NC1)C(=O)NC(CC1CC1)(C)C1=NOC(=N1)C)OCC(F)F (5-cyclopropyl-N-[1-cyclopropyl-2-(5-methyl-1,2,4-oxadiazol-3-yl)propan-2-yl]-4-(2,2-difluoroethoxy)pyridine-2-carboxamide). As a reaction SMILES: [CH:1]1([C:4]2[C:5]([O:13][CH2:14][CH:15]([F:17])[F:16])=[CH:6][C:7]([C:10]([OH:12])=O)=[N:8][CH:9]=2)[CH2:3][CH2:2]1.[CH:18]1([CH2:21][C:22]([NH2:30])([CH3:29])[C:23]2[N:27]=[C:26]([CH3:28])[O:25][N:24]=2)[CH2:20][CH2:19]1>>[CH:1]1([C:4]2[C:5]([O:13][CH2:14][CH:15]([F:17])[F:16])=[CH:6][C:7]([C:10]([NH:30][C:22]([C:23]3[N:27]=[C:26]([CH3:28])[O:25][N:24]=3)([CH3:29])[CH2:21][CH:18]3[CH2:19][CH2:20]3)=[O:12])=[N:8][CH:9]=2)[CH2:2][CH2:3]1. Procedure details: The title compound was synthesized in analogy to Example 112e, using 5-cyclopropyl-4-(2,2-difluoroethoxy)pyridine-2-carboxylic acid (Example 145d) and 2-Cyclopropyl-1-methyl-1-(5-methyl-[1,2,4]oxadiazol-3-yl)-ethylamine (example 66e) as starting materials and isolated (66 mg, 72%); MS (ESI, m/z): 407.6 (M+H+). The reactants are O=C([O-])[O-], CI, CS(C)=O, CS(=O)(=O)Nc1cc(F)ccc1[N+](=O)[O-], [K+], [K+], O. Yields the product CN(c1cc(F)ccc1[N+](=O)[O-])S(C)(=O)=O. RXN SMILES: [C:18](=[O:19])([O-:20])[O-:21].[CH3:16][I:17].[CH3:25][S:26]([CH3:27])=[O:28].[F:1][c:2]1[cH:3][cH:4][c:5]([N+:13](=[O:14])[O-:15])[c:6]([NH:8][S:9](=[O:10])(=[O:11])[CH3:12])[cH:7]1.[K+:22].[K+:23].[OH2:24]>>[F:1][c:2]1[cH:3][cH:4][c:5]([N+:13](=[O:14])[O-:15])[c:6]([N:8]([S:9](=[O:10])(=[O:11])[CH3:12])[CH3:18])[cH:7]1. The reactants are C(OC)(OC1=CC=CC=C1)=O (methyl phenyl carbonate), ClCC(=O)OCC (ethyl chloroacetate), CC1=CC=CC=C1CN2CCC(CC2)N3CCC(CC3)N4C5=CC=CC=C5NC4=O (TBPB). Conditions: temperature 120 celsius. Product: O(C1=CC=CC=C1)CC(=O)OCC (ethyl phenoxyacetate). The yield is 96.0%. As a reaction SMILES: [C:1](=O)([O:4][C:5]1[CH:10]=[CH:9][CH:8]=[CH:7][CH:6]=1)OC.ClC[C:14]([O:16][CH2:17][CH3:18])=[O:15].CC1C(CN2CCC(N3CCC(N4C(=O)NC5C4=CC=CC=5)CC3)CC2)=CC=CC=1>>[O:4]([CH2:1][C:14]([O:16][CH2:17][CH3:18])=[O:15])[C:5]1[CH:6]=[CH:7][CH:8]=[CH:9][CH:10]=1. Procedure details: A mixture of 3.8 g of methyl phenyl carbonate, 3.06 g of ethyl chloroacetate, and 0.42 g of TBPB was heated at 120° C. for 2 hours. Distillation of the resulting reaction mixture provided a 96 percent yield of ethyl phenoxyacetate. The product is CN1CCN(CCCO)CC1. Starting materials: OCCCBr, CCO, CN1CCNCC1. RXN SMILES: [Br:1][CH2:2][CH2:3][CH2:4][OH:5].[CH3:13][CH2:14][OH:15].[CH3:6][N:7]1[CH2:8][CH2:9][NH:10][CH2:11][CH2:12]1>>[CH2:2]([CH2:3][CH2:4][OH:5])[N:10]1[CH2:9][CH2:8][N:7]([CH3:6])[CH2:12][CH2:11]1. Reactants: C(=O)(OC(C)(C)C)N[C@H]([C@H](C[C@H](C(=O)O)CC1=C(C(=C(C=C1)OC)OC)OC)O)CC1=CC=CC=C1 (5(S)-(Boc-amino)-4(S)-hydroxy-6-phenyl-2(R)-[(2,3,4-trimethoxyphenyl)methyl]hexanoic acid), N1C=NC=C1 (imidazole), C(C)(C)(C)[Si](Cl)(C)C (tert-butyldimethylchlorosilane). The solvent is CN(C)C=O (DMF). Conditions: time 2.5 hour. Product: C(=O)(OC(C)(C)C)N[C@H]([C@H](C[C@H](C(=O)O)CC1=C(C(=C(C=C1)OC)OC)OC)O[Si](C)(C)C(C)(C)C)CC1=CC=CC=C1 (5(S)-(Boc-Amino)-4(S)-(tert-butyldimethylsilyloxy)-6-phenyl-2(R)-[(2,3,4-trimethoxyphenyl)methyl]hexanoic acid). Reaction SMILES: [C:1]([NH:8][C@@H:9]([CH2:30][C:31]1[CH:36]=[CH:35][CH:34]=[CH:33][CH:32]=1)[C@@H:10]([OH:29])[CH2:11][C@@H:12]([CH2:16][C:17]1[CH:22]=[CH:21][C:20]([O:23][CH3:24])=[C:19]([O:25][CH3:26])[C:18]=1[O:27][CH3:28])[C:13]([OH:15])=[O:14])([O:3][C:4]([CH3:7])([CH3:6])[CH3:5])=[O:2].N1C=CN=C1.[C:42]([Si:46]([CH3:49])([CH3:48])Cl)([CH3:45])([CH3:44])[CH3:43]>CN(C=O)C>[C:1]([NH:8][C@@H:9]([CH2:30][C:31]1[CH:36]=[CH:35][CH:34]=[CH:33][CH:32]=1)[C@@H:10]([O:29][Si:46]([C:42]([CH3:45])([CH3:44])[CH3:43])([CH3:49])[CH3:48])[CH2:11][C@@H:12]([CH2:16][C:17]1[CH:22]=[CH:21][C:20]([O:23][CH3:24])=[C:19]([O:25][CH3:26])[C:18]=1[O:27][CH3:28])[C:13]([OH:15])=[O:14])([O:3][C:4]([CH3:6])([CH3:7])[CH3:5])=[O:2]. Procedure details: A solution of 1.308 g (2.597 mmol) of 5(S)-(Boc-amino)-4(S)-hydroxy-6-phenyl-2(R)-[(2,3,4-trimethoxyphenyl)methyl]hexanoic acid, 1.443 g (20.776 mmol) of imidazole and 1.816 g (11.686 mmol) of tert-butyldimethylchlorosilane in 13 ml of abs. DMF is stirred at RT for 17 h under argon. After that, the reaction mixture is poured onto ice-water and this mixture is extracted with ethyl acetate. The organic phase is washed with cold 10% citric acid solution and saline. The combined aqueous phases are r...